From a dataset of the Open Reaction Database (ORD), a public repository of structured organic reaction records. describe an organic reaction: reactants, conditions, products, and yield Reactants: [OH-].[Na+] (sodium hydroxide), aqueous solution, BrC1=C(C(=CC(=C1)C)[N+](=O)[O-])NC(CC(C)=O)=O (N-(2-bromo-4-methyl-6-nitrophenyl)-3-oxobutanamide), Cl (hydrochloric acid), Cl (hydrochloric acid). Run in O (water), C(C)(C)O (isopropanol), O (water). Reaction conditions: time 8 hour. Product: BrC=1C=C(C=C2[N+](=CC(=NC12)O)[O-])C (8-bromo-6-methyl-2-quinoxalinol 4-oxide). The yield is 91.2%. Reaction SMILES: [Br:1][C:2]1[CH:7]=[C:6]([CH3:8])[CH:5]=[C:4]([N+:9]([O-])=[O:10])[C:3]=1[NH:12][C:13](=[O:18])[CH2:14]C(=O)C.[OH-].[Na+].Cl>C(O)(C)C.O>[Br:1][C:2]1[CH:7]=[C:6]([CH3:8])[CH:5]=[C:4]2[C:3]=1[N:12]=[C:13]([OH:18])[CH:14]=[N+:9]2[O-:10] |f:1.2|. Procedure details: The title compound of Step B (11.75 g, 37.29 mmol) was suspended in a mixture of isopropanol (120 mL) and water (120 mL) at room temperature under a nitrogen atmosphere. A solution of sodium hydroxide (14.91 g of a 50% aqueous solution, 186.4 mmol) diluted with water (10 mL) was added dropwise to the mixture over 30 min. The mixture was allowed to stir at room temperature overnight. First, 1N hydrochloric acid and then concentrated hydrochloric acid were added dropwise to the reaction mixture un...